From a dataset of the Open Reaction Database (ORD), a public repository of structured organic reaction records. describe an organic reaction: reactants, conditions, products, and yield The reactants are 19, C(C)(=O)NC1=NC2=CC=CC=C2N=C1N (2-acetamido-3-aminoquinoxaline). Run in C(C)(=O)O (acetic acid). Yields the product 16.8, CC1=NC=2C(=NC3=CC=CC=C3N2)N1 (2-methyl-1H-imidazo[4,5-b]quinoxaline). As a reaction SMILES: [C:1]([NH:4][C:5]1[C:14]([NH2:15])=[N:13][C:12]2[C:7](=[CH:8][CH:9]=[CH:10][CH:11]=2)[N:6]=1)(=O)[CH3:2]>C(O)(=O)C>[CH3:2][C:1]1[NH:15][C:14]2=[N:13][C:12]3[C:7]([N:6]=[C:5]2[N:4]=1)=[CH:8][CH:9]=[CH:10][CH:11]=3. Reported procedure: A solution of 19 parts of 2-acetamido-3-aminoquinoxaline in 200 parts of glacial acetic acid was heated at reflux for 30 minutes. Concentration in vacuo left a pale yellow solid. Recrystallization from ethyl acetate-methanol (2:1) gave 16.8 parts of pale yellow 2-methyl-1H-imidazo[4,5-b]quinoxaline, mp 360° (dec.). Reactants: OC1=NC(=C(N=C1C)C)C (2-Hydroxy-3,5,6-trimethylpyrazine), [OH-].[Na+] (NaOH), C(C)(C)(C)O (t-butanol), C(CO)Cl (Ethylene chlorohydrin). The solvent is O (Water). Reaction conditions: temperature 60 celsius, time 2 hour. Yields the product OCCN1C(C(=NC(=C1C)C)C)=O (1-(2-hydroxyethyl)-3,5,6-trimethyl-2-oxo-1,2-dihydropyrazine). Yield: 79.1%. Reaction SMILES: [OH:1][C:2]1[C:7]([CH3:8])=[N:6][C:5]([CH3:9])=[C:4]([CH3:10])[N:3]=1.[OH-].[Na+].[C:13]([OH:17])(C)(C)[CH3:14].C(Cl)CO>O>[OH:17][CH2:13][CH2:14][N:3]1[C:4]([CH3:10])=[C:5]([CH3:9])[N:6]=[C:7]([CH3:8])[C:2]1=[O:1] |f:1.2|. Reported procedure: 2-Hydroxy-3,5,6-trimethylpyrazine (13.8 g, 0.1M) and 5N NaOH (100 ml, 0.5M) were added to t-butanol (200 ml). Ethylene chlorohydrin (40.3 g, 0.5M) was added thereto and the mixture was stirred at 60° C. for 2 hours. Water was added to the reaction mixture, which was then extracted 10 times with chloroform (100 ml), and the extract dried with anhydrous magnesium sulfate and concentrated in vacuo. The residue was charged on a column of silica-gel (Wako Pure Chem. Co., C-200) and eluted with chloro...